Dataset: the Open Reaction Database (ORD), a public repository of structured organic reaction records. Task: describe an organic reaction: reactants, conditions, products, and yield Reactants: OC1=C(C=CC=C1)NC(=O)C1=C(SC=C1)Br (N-(2-hydroxyphenyl)-2-bromo-3-thiophenecarboxamide), C([O-])([O-])=O.[K+].[K+] (potassium carbonate), O.C(C)(=O)OCC (water ethyl acetate). The solvent is CS(=O)C (dimethyl sulfoxide). Conditions: temperature 155 celsius, time 25 minute. Yields the product S1C=CC2=C1OC1=C(NC2=O)C=CC=C1 (thieno[2,3-b][1,5]benzoxazepin-4(5H)-one). The yield is 45.5%. RXN SMILES: [OH:1][C:2]1[CH:7]=[CH:6][CH:5]=[CH:4][C:3]=1[NH:8][C:9]([C:11]1[CH:15]=[CH:14][S:13][C:12]=1Br)=[O:10].C(=O)([O-])[O-].[K+].[K+].O.C(OCC)(=O)C>CS(C)=O>[S:13]1[C:12]2[O:1][C:2]3[CH:7]=[CH:6][CH:5]=[CH:4][C:3]=3[NH:8][C:9](=[O:10])[C:11]=2[CH:15]=[CH:14]1 |f:1.2.3,4.5|. Reported procedure: To a solution of N-(2-hydroxyphenyl)-2-bromo-3-thiophenecarboxamide (16 g) in dimethyl sulfoxide (160 ml) was added potassium carbonate (15 g) and the mixture was stirred at 150-160° C. for 25 minutes. The reaction system was cooled to room temperature and the reaction mixture was poured into water-ethyl acetate. The precipitated crystals were collected by filtration and washed with water and diisopropyl ether to give thieno[2,3-b][1,5]benzoxazepin-4(5H)-one (5.3 g). Reactants: O=C(Nc1ccc2c(c1)CCC2)OCc1ccccc1, C=CCBr, CCOC(C)=O, [H][H], [Na], C1CCOC1, O. Yields the product C=CCN(C(=O)OCc1ccccc1)c1ccc2c(c1)CCC2. Reaction SMILES: [C:2](=[O:3])([O:4][CH2:5][c:6]1[cH:7][cH:8][cH:9][cH:10][cH:11]1)[NH:12][c:13]1[cH:14][c:15]2[c:19]([cH:20][cH:21]1)[CH2:18][CH2:17][CH2:16]2.[CH2:24]([CH:25]=[CH2:26])[Br:27].[CH3:28][CH2:29][O:30][C:31](=[O:32])[CH3:33].[H:22][H:23].[Na:1].[O:35]1[CH2:36][CH2:37][CH2:38][CH2:39]1.[OH2:34]>>[C:2](=[O:3])([O:4][CH2:5][c:6]1[cH:7][cH:8][cH:9][cH:10][cH:11]1)[N:12]([c:13]1[cH:14][c:15]2[c:19]([cH:20][cH:21]1)[CH2:18][CH2:17][CH2:16]2)[CH2:26][CH:25]=[CH2:24]. The reactants are CCOC(=O)C(O)CN(Cc1ccc(-c2cccc(Cl)c2)cc1)NC(=O)c1cc(O)no1, CC(C)CO, Cl, C1COCCO1. Yields the product CC(C)COC(=O)C(O)CN(Cc1ccc(-c2cccc(Cl)c2)cc1)NC(=O)c1cc(O)no1. Reaction SMILES: [CH2:1]([O:3][C:4](=[O:2])[CH:5]([CH2:6][N:7]([NH:8][C:9](=[O:10])[c:11]1[cH:12][c:13]([OH:16])[n:14][o:15]1)[CH2:17][c:18]1[cH:19][cH:20][c:21](-[c:24]2[cH:25][c:26]([Cl:30])[cH:27][cH:28][cH:29]2)[cH:22][cH:23]1)[OH:31])[CH3:32].[CH2:33]([CH:34]([CH3:35])[CH3:36])[OH:37].[ClH:38].[O:39]1[CH2:40][CH2:41][O:42][CH2:43][CH2:44]1>>[O:3]=[C:4]([CH:5]([CH2:6][N:7]([NH:8][C:9](=[O:10])[c:11]1[cH:12][c:13]([OH:16])[n:14][o:15]1)[CH2:17][c:18]1[cH:19][cH:20][c:21](-[c:24]2[cH:25][c:26]([Cl:30])[cH:27][cH:28][cH:29]2)[cH:22][cH:23]1)[OH:31])[O:37][CH2:33][CH:34]([CH3:35])[CH3:36]. The reactants are COCOCCc1cc(OC)c(Br)cc1OC, C1CCOC1, [Li]CCCC, CN(C)C=O, O. Yields the product COCOCCc1cc(OC)c(C=O)cc1OC. RXN SMILES: [Br:1][c:2]1[c:3]([O:16][CH3:17])[cH:4][c:5]([CH2:10][CH2:11][O:12][CH2:13][O:14][CH3:15])[c:6]([O:8][CH3:9])[cH:7]1.[CH2:28]1[O:29][CH2:30][CH2:31][CH2:32]1.[CH3:18][CH2:19][CH2:20][CH2:21][Li:22].[O:23]=[CH:24][N:25]([CH3:26])[CH3:27].[OH2:33]>>[c:2]1([CH:24]=[O:23])[c:3]([O:16][CH3:17])[cH:4][c:5]([CH2:10][CH2:11][O:12][CH2:13][O:14][CH3:15])[c:6]([O:8][CH3:9])[cH:7]1. Reactants: Cc1cn(C2CC(O)C(CO)O2)c(=O)[nH]c1=O, CN(C)C=O, O=C1c2ccccc2C(=O)N1O, c1ccc(P(c2ccccc2)c2ccccc2)cc1. The product is Cc1cn(C2CC(O)C(CON3C(=O)c4ccccc4C3=O)O2)c(=O)[nH]c1=O. RXN SMILES: [CH3:1][c:2]1[cH:3][n:4]([CH:5]2[CH2:6][CH:7]([OH:8])[CH:9]([CH2:10][OH:11])[O:12]2)[c:13](=[O:14])[nH:15][c:16]1=[O:17].[O:49]=[CH:50][N:51]([CH3:52])[CH3:53].[OH:18][N:19]1[C:20](=[O:29])[c:21]2[c:22]([cH:25][cH:26][cH:27][cH:28]2)[C:23]1=[O:24].[c:30]1([P:31]([c:32]2[cH:33][cH:34][cH:35][cH:36][cH:37]2)[c:38]2[cH:39][cH:40][cH:41][cH:42][cH:43]2)[cH:44][cH:45][cH:46][cH:47][cH:48]1>>[CH3:1][c:2]1[cH:3][n:4]([CH:5]2[CH2:6][CH:7]([OH:8])[CH:9]([CH2:10][O:11][N:19]3[C:20](=[O:29])[c:21]4[c:22]([cH:25][cH:26][cH:27][cH:28]4)[C:23]3=[O:24])[O:12]2)[c:13](=[O:14])[nH:15][c:16]1=[O:17]. Reactants: CC(C)(C)[O-], COc1cc(Cl)ccc1I, Fc1cccc(S)c1, [K+], O=C(C=Cc1ccccc1)C=Cc1ccccc1, O=C(C=Cc1ccccc1)C=Cc1ccccc1, O=C(C=Cc1ccccc1)C=Cc1ccccc1, [Pd], [Pd]. Yields the product COc1cc(Cl)ccc1Sc1cccc(F)c1. RXN SMILES: [CH3:1][C:2]([CH3:3])([O-:4])[CH3:5].[Cl:7][c:8]1[cH:9][cH:10][c:11]([I:16])[c:12]([O:14][CH3:15])[cH:13]1.[F:17][c:18]1[cH:19][c:20]([SH:24])[cH:21][cH:22][cH:23]1.[K+:6].[O:27]=[C:28]([CH:29]=[CH:30][c:31]1[cH:32][cH:33][cH:34][cH:35][cH:36]1)[CH:37]=[CH:38][c:39]1[cH:40][cH:41][cH:42][cH:43][cH:44]1.[O:45]=[C:46]([CH:47]=[CH:48][c:49]1[cH:50][cH:51][cH:52][cH:53][cH:54]1)[CH:55]=[CH:56][c:57]1[cH:58][cH:59][cH:60][cH:61][cH:62]1.[O:63]=[C:64]([CH:65]=[CH:66][c:67]1[cH:68][cH:69][cH:70][cH:71][cH:72]1)[CH:73]=[CH:74][c:75]1[cH:76][cH:77][cH:78][cH:79][cH:80]1.[Pd:25].[Pd:26]>>[Cl:7][c:8]1[cH:9][cH:10][c:11]([S:24][c:20]2[cH:19][c:18]([F:17])[cH:23][cH:22][cH:21]2)[c:12]([O:14][CH3:15])[cH:13]1. Reactants: C(CCCCCCCO)O (1,8-octanediol), FC1=C(COCCCCCCCC(=O)O)C=CC=C1F (8-(2,3-difluoro-benzyloxy)-octanoic acid), Cl.Cl.C(C1=CC=CC=C1)OC(C[C@H](CN(C)C)N)=O ((R)-3-amino-4-dimethylamino-butyric acid benzyl ester dihydrochloride), FC1=C(CBr)C=CC=C1F (2,3-difluorobenzyl bromide), FC1=C(COCCCCCCCCO)C=CC=C1F (8-(2,3-difluoro-benzyloxy)-octan-1-ol). Product: C(C1=CC=CC=C1)OC(C[C@H](CN(C)C)NC(CCCCCCCOCC1=C(C(=CC=C1)F)F)=O)=O ((R)-3-[8-(2,3-difluoro-benzyloxy)-octanoylamino]-4-dimethylamino-butyric acid benzyl ester). Reaction SMILES: C(O)CCCCCCCO.FC1C(F)=CC=CC=1CBr.[F:21][C:22]1[C:38]([F:39])=[CH:37][CH:36]=[CH:35][C:23]=1[CH2:24][O:25][CH2:26][CH2:27][CH2:28][CH2:29][CH2:30][CH2:31][CH2:32][CH2:33][OH:34].FC1C(F)=CC=CC=1COCCCCCCCC(O)=O.Cl.Cl.[CH2:62]([O:69][C:70](=[O:78])[CH2:71][C@@H:72]([NH2:77])[CH2:73][N:74]([CH3:76])[CH3:75])[C:63]1[CH:68]=[CH:67][CH:66]=[CH:65][CH:64]=1>>[CH2:62]([O:69][C:70](=[O:78])[CH2:71][C@@H:72]([NH:77][C:33](=[O:34])[CH2:32][CH2:31][CH2:30][CH2:29][CH2:28][CH2:27][CH2:26][O:25][CH2:24][C:23]1[CH:35]=[CH:36][CH:37]=[C:38]([F:39])[C:22]=1[F:21])[CH2:73][N:74]([CH3:75])[CH3:76])[C:63]1[CH:68]=[CH:67][CH:66]=[CH:65][CH:64]=1 |f:4.5.6|. Procedure details: The title compound, m/e=415.5 ([M+H]+), was produced in analogy with intermediate 1, steps 1 to 4. Thus, 1,8-octanediol was alkylated in step 1 with 2,3-difluorobenzyl bromide, leading to 8-(2,3-difluoro-benzyloxy)-octan-1-ol, which was oxidized in step 2 to 8-(2,3-difluoro-benzyloxy)-octanoic acid. This was coupled in step 3 with (R)-3-amino-4-dimethylamino-butyric acid benzyl ester dihydrochloride to produce (R)-3-[8-(2,3-difluoro-benzyloxy)-octanoylamino]-4-dimethylamino-butyric acid benzyl e... The reactants are C(C)(C)(C)OC(=O)N(CC(=O)[C@]12C([C@H]3CC[C@@H]4[C@]5(CC[C@@H](C([C@@H]5CC[C@]4([C@@]3(CC1)C)C)(C)C)OC(CC(CC(=O)O)(C)C)=O)C)=C(C(C2)=O)C(C)C)CC2=CC=C(C=C2)Cl (5-(((3aR,5aR,5bR,7aR,9S,11aR,11bR,13aS)-3a-(2-((tert-butoxycarbonyl)(4-chlorobenzyl)amino)acetyl)-1-isopropyl-5a,5b,8,8,11a-pentamethyl-2-oxo-3,3a,4,5,5a,5b,6,7,7a,8,9,10,11,11a,11b,12,13,13a-octadecahydro-2H-cyclopenta[a]chrysen-9-yl)oxy)-3,3-dimethyl-5-oxopentanoic acid), FC(C(=O)O)(F)F (trifluoroacetic acid). Solvent: ClCCl (dichloromethane). Run at time 1 hour. The product is ClC1=CC=C(CNCC(=O)[C@]23C([C@H]4CC[C@@H]5[C@]6(CC[C@@H](C([C@@H]6CC[C@]5([C@@]4(CC2)C)C)(C)C)OC(CC(CC(=O)O)(C)C)=O)C)=C(C(C3)=O)C(C)C)C=C1 (5-(((3aR,5aR,5bR,7aR,9S,11aR,11bR,13aS)-3a-(2-((4-Chlorobenzyl)amino)acetyl)-1-isopropyl-5a,5b,8,8,11a-pentamethyl-2-oxo-3,3a,4,5,5a,5b,6,7,7a,8,9,10,11,11a,11b,12,13,13a-octadecahydro-2H-cyclopenta[a]chrysen-9-yl)oxy)-3,3-dimethyl-5-oxopentanoic acid). Isolated yield 85.0%. Reaction SMILES: C(OC([N:8]([CH2:53][C:54]1[CH:59]=[CH:58][C:57]([Cl:60])=[CH:56][CH:55]=1)[CH2:9][C:10]([C@:12]12[CH2:48][C:47](=[O:49])[C:46]([CH:50]([CH3:52])[CH3:51])=[C:13]1[C@@H:14]1[C@@:27]([CH3:30])([CH2:28][CH2:29]2)[C@@:26]2([CH3:31])[C@@H:17]([C@:18]3([CH3:45])[C@@H:23]([CH2:24][CH2:25]2)[C:22]([CH3:33])([CH3:32])[C@@H:21]([O:34][C:35](=[O:44])[CH2:36][C:37]([CH3:43])([CH3:42])[CH2:38][C:39]([OH:41])=[O:40])[CH2:20][CH2:19]3)[CH2:16][CH2:15]1)=[O:11])=O)(C)(C)C.FC(F)(F)C(O)=O>ClCCl>[Cl:60][C:57]1[CH:56]=[CH:55][C:54]([CH2:53][NH:8][CH2:9][C:10]([C@:12]23[CH2:48][C:47](=[O:49])[C:46]([CH:50]([CH3:51])[CH3:52])=[C:13]2[C@@H:14]2[C@@:27]([CH3:30])([CH2:28][CH2:29]3)[C@@:26]3([CH3:31])[C@@H:17]([C@:18]4([CH3:45])[C@@H:23]([CH2:24][CH2:25]3)[C:22]([CH3:32])([CH3:33])[C@@H:21]([O:34][C:35](=[O:44])[CH2:36][C:37]([CH3:42])([CH3:43])[CH2:38][C:39]([OH:41])=[O:40])[CH2:20][CH2:19]4)[CH2:16][CH2:15]2)=[O:11])=[CH:59][CH:58]=1. Procedure: To a solution of 5-(((3aR,5aR,5bR,7aR,9S,11aR,11bR,13aS)-3a-(2-((tert-butoxycarbonyl)(4-chlorobenzyl)amino)acetyl)-1-isopropyl-5a,5b,8,8,11a-pentamethyl-2-oxo-3,3a,4,5,5a,5b,6,7,7a,8,9,10,11,11a,11b,12,13,13a-octadecahydro-2H-cyclopenta[a]chrysen-9-yl)oxy)-3,3-dimethyl-5-oxopentanoic acid (59) (800 mg, 0.941 mmol) in dichloromethane (6 mL) stirred at rt was added trifluoroacetic acid (2 mL, 0.941 mmol). The reaction mixture was stirred at rt for 1 h. The mixture was evaporated to provide the tar... Reactants: BrC=1C(=C2C(=NC1)NC(=N2)C2=CC=C(C=C2)N(C)C)N2CCN(CC2)C(=O)NC2=CC=CC=C2 (4-(6-bromo-2-(4-(dimethylamino)phenyl)-3H-imidazo[4,5-b]pyridin-7-yl)-N-phenylpiperazine-1-carboxamide), COC1=CC=C(C=C1)C=O (4-methoxybenzene carboxaldehyde), BrC=1C(=C(C(=NC1)N)[N+](=O)[O-])N1CCN(CC1)CC=1C=NC(=CC1)OC (5-bromo-4-(4-((6-methoxypyridin-3-yl)methyl)piperazin-1-yl)-3-nitropyridin-2-amine), [O-]S(=O)S(=O)[O-].[Na+].[Na+] (Na2S2O4). Solvent: C(C)O (ethanol), CN(C)C=O (DMF). Conditions: time 6 hour. Yields the product BrC=1C(=C2C(=NC1)NC(=N2)C2=CC=C(C=C2)OC)N2CCN(CC2)CC=2C=NC(=CC2)OC (6-Bromo-2-(4-methoxyphenyl)-7-(4-((6-methoxypyridin-3-yl)methyl)piperazin-1-yl)-3H-imidazo[4,5-b]pyridine). The yield is 55.3%. As a reaction SMILES: BrC1C(N2CCN(C(NC3C=CC=CC=3)=O)CC2)=C2N=C(C3C=CC(N(C)C)=CC=3)NC2=NC=1.[Br:35][C:36]1[C:37]([N:46]2[CH2:51][CH2:50][N:49]([CH2:52][C:53]3[CH:54]=[N:55][C:56]([O:59][CH3:60])=[CH:57][CH:58]=3)[CH2:48][CH2:47]2)=[C:38]([N+:43]([O-])=O)[C:39]([NH2:42])=[N:40][CH:41]=1.[O-]S(S([O-])=O)=O.[Na+].[Na+].[CH3:69][O:70][C:71]1[CH:76]=[CH:75][C:74]([CH:77]=O)=[CH:73][CH:72]=1>C(O)C.CN(C=O)C>[Br:35][C:36]1[C:37]([N:46]2[CH2:51][CH2:50][N:49]([CH2:52][C:53]3[CH:54]=[N:55][C:56]([O:59][CH3:60])=[CH:57][CH:58]=3)[CH2:48][CH2:47]2)=[C:38]2[N:43]=[C:77]([C:74]3[CH:75]=[CH:76][C:71]([O:70][CH3:69])=[CH:72][CH:73]=3)[NH:42][C:39]2=[N:40][CH:41]=1 |f:2.3.4|. Reported procedure: This was prepared using the same procedure as for 4-(6-bromo-2-(4-(dimethylamino)phenyl)-3H-imidazo[4,5-b]pyridin-7-yl)-N-phenylpiperazine-1-carboxamide, but here using 5-bromo-4-(4-((6-methoxypyridin-3-yl)methyl)piperazin-1-yl)-3-nitropyridin-2-amine (30 mg, 0.071 mmol), DMF (0.15 mL), ethanol (0.85 mL), 1M Na2S2O4 (3 eq, 0.21 mmol, 0.21 mL) and 4-methoxybenzene carboxaldehyde (1.1 eq, 0.078 mmol, 10 mg). After 6 h, concentration in vacuo and purification by preparative tlc (CH2Cl2-MeOH, 95:5) ...